describe an organic reaction: reactants, conditions, products, and yield From a dataset of the Open Reaction Database (ORD), a public repository of structured organic reaction records. Reported procedure: The procedure of Step 7 of Example 1 was repeated except for using 2-bromo-3-(3,5-difluorophenyl)-6-{2-[1-(methylsulfonyl)piperidin-4-yl]ethoxy}-1H-inden-1-one obtained in Step 3 of Example 100 as a starting material instead of 6-(2-morpholinoethoxy)-2-bromo-3-phenyl-1H-inden-1-one, 3-quinolinylboronic acid instead of 3-pyridinylboronic acid, and being purified by silica gel column chromatography (EtOAc/hexanes=1:1) to obtain the title compound (79%). RXN SMILES: Br[C:2]1[C:3](=[O:32])[C:4]2[C:9]([C:10]=1[C:11]1[CH:16]=[C:15]([F:17])[CH:14]=[C:13]([F:18])[CH:12]=1)=[CH:8][CH:7]=[C:6]([O:19][CH2:20][CH2:21][CH:22]1[CH2:27][CH2:26][N:25]([S:28]([CH3:31])(=[O:30])=[O:29])[CH2:24][CH2:23]1)[CH:5]=2.O1CCN(CCOC2C=C3C(C(C4C=CC=CC=4)=C(Br)C3=O)=CC=2)CC1.[N:59]1[C:68]2[C:63](=[CH:64][CH:65]=[CH:66][CH:67]=2)[CH:62]=[C:61](B(O)O)[CH:60]=1>>[F:18][C:13]1[CH:12]=[C:11]([C:10]2[C:9]3[C:4](=[CH:5][C:6]([O:19][CH2:20][CH2:21][CH:22]4[CH2:27][CH2:26][N:25]([S:28]([CH3:31])(=[O:29])=[O:30])[CH2:24][CH2:23]4)=[CH:7][CH:8]=3)[C:3](=[O:32])[C:2]=2[C:61]2[CH:60]=[N:59][C:68]3[C:63]([CH:62]=2)=[CH:64][CH:65]=[CH:66][CH:67]=3)[CH:16]=[C:15]([F:17])[CH:14]=1. Starting materials: BrC=1C(C2=CC(=CC=C2C1C1=CC(=CC(=C1)F)F)OCCC1CCN(CC1)S(=O)(=O)C)=O (2-Bromo-3-(3,5-difluorophenyl)-6-{2-[1-(methylsulfonyl)piperidin-4-yl]ethoxy}-1H-inden-1-one), O1CCN(CC1)CCOC1=CC=C2C(=C(C(C2=C1)=O)Br)C1=CC=CC=C1 (6-(2-morpholinoethoxy)-2-bromo-3-phenyl-1H-inden-1-one), N1=CC(=CC2=CC=CC=C12)B(O)O (3-quinolinylboronic acid). Isolated yield 79.0%. Yields the product FC=1C=C(C=C(C1)F)C1=C(C(C2=CC(=CC=C12)OCCC1CCN(CC1)S(=O)(=O)C)=O)C=1C=NC2=CC=CC=C2C1 (3-(3,5-Difluorophenyl)-6-{2-[1-(methylsulfonyl)piperidin-4-yl]ethoxy}-2-(quinolin-3-yl)-1H-inden-1-one). Starting materials: CN(CCCOC1=CC=C(C=C1)C1=NNC2=NC=CC=C21)C (3-[4-(3-dimethylaminopropoxy)phenyl]-1H-pyrazolo[3,4-b]pyridine), CN(C=O)C (dimethylformamide), C([O-])([O-])=O.[K+].[K+] (potassium carbonate), ClCC(=O)OCC1=CC=CC=C1 (benzyl chloroacetate). Solvent: O (Water). Reaction conditions: time 4 hour. Product: CN(CCCOC1=CC=C(C=C1)C1=NN(C2=NC=CC=C21)CC(=O)OCC2=CC=CC=C2)C (benzyl 3-[4-(3-dimethylaminopropoxy)phenyl]-1H-pyrazolo[3,4-b]pyridin-1-ylacetate). RXN SMILES: [CH3:1][N:2]([CH3:22])[CH2:3][CH2:4][CH2:5][O:6][C:7]1[CH:12]=[CH:11][C:10]([C:13]2[C:21]3[C:16](=[N:17][CH:18]=[CH:19][CH:20]=3)[NH:15][N:14]=2)=[CH:9][CH:8]=1.CN(C)C=O.C(=O)([O-])[O-].[K+].[K+].Cl[CH2:35][C:36]([O:38][CH2:39][C:40]1[CH:45]=[CH:44][CH:43]=[CH:42][CH:41]=1)=[O:37]>O>[CH3:22][N:2]([CH3:1])[CH2:3][CH2:4][CH2:5][O:6][C:7]1[CH:12]=[CH:11][C:10]([C:13]2[C:21]3[C:16](=[N:17][CH:18]=[CH:19][CH:20]=3)[N:15]([CH2:35][C:36]([O:38][CH2:39][C:40]3[CH:45]=[CH:44][CH:43]=[CH:42][CH:41]=3)=[O:37])[N:14]=2)=[CH:9][CH:8]=1 |f:2.3.4|. Reported procedure: To a suspension of 9 g of 3-[4-(3-dimethylaminopropoxy)phenyl]-1H-pyrazolo[3,4-b]pyridine, 30 ml of dimethylformamide and 6.2 g of potassium carbonate was added dropwise 6.6 g of benzyl chloroacetate at 50° C. over the period of 2 hours. The mixture was kept at the same temperature for 4 hours. After the completion of the reaction, the reaction mixture was cooled. Water was added thereto, and the mixture was extracted with toluene. The extract was washed with water. After toluene was distilled o...